Task: describe an organic reaction: reactants, conditions, products, and yield. Dataset: the Open Reaction Database (ORD), a public repository of structured organic reaction records Product: ClC=1C=CC(=C(C1)S(=O)(=O)N1CCOC2=C1C=C(C=C2)C(=O)O)OC (4-(5-Chloro-2-methoxy-benzenesulfonyl)-3,4-dihydro-2H-benzo[1,4]oxazine-6-carboxylic acid). Reactants: COC(=O)C=1C=CC2=C(N(CCO2)S(=O)(=O)C2=C(C=CC(=C2)Cl)OC)C1 (4-(5-chloro-2-methoxy-benzenesulfonyl)-3,4-dihydro-2H-benzo[1,4]oxazine-6-carboxylic acid methyl ester), [OH-].[Na+] (NaOH). Procedure details: A solution of 4-(5-chloro-2-methoxy-benzenesulfonyl)-3,4-dihydro-2H-benzo[1,4]oxazine-6-carboxylic acid methyl ester (7.1 g, 17.8 mmol) in tetrahydrofuran (100 mL) and methanol (50 mL) was treated with 3N NaOH (25 mL, 75 mmol, 4.2 equiv.). The mixture was stirred at 45° C. for 1.5 hours. The organic solvents were then removed and the residue acidified with HCl 3N (25 mL). The white precipitate which formed was filtered, washing with water, and dried under high vacuum. 4-(5-Chloro-2-methoxy-benze... The solvent is O1CCCC1 (tetrahydrofuran), CO (methanol). Reaction conditions: temperature 45 celsius, time 1.5 hour. RXN SMILES: C[O:2][C:3]([C:5]1[CH:6]=[CH:7][C:8]2[O:13][CH2:12][CH2:11][N:10]([S:14]([C:17]3[CH:22]=[C:21]([Cl:23])[CH:20]=[CH:19][C:18]=3[O:24][CH3:25])(=[O:16])=[O:15])[C:9]=2[CH:26]=1)=[O:4].[OH-].[Na+]>O1CCCC1.CO>[Cl:23][C:21]1[CH:20]=[CH:19][C:18]([O:24][CH3:25])=[C:17]([S:14]([N:10]2[C:9]3[CH:26]=[C:5]([C:3]([OH:4])=[O:2])[CH:6]=[CH:7][C:8]=3[O:13][CH2:12][CH2:11]2)(=[O:15])=[O:16])[CH:22]=1 |f:1.2|. The reactants are C(\C=C/C(=O)[O-])(=O)OC(C)C (Isopropyl Maleate), C1(=CC=CC=C1)P(C1=CC=CC=C1)C1=CC=CC=C1 (triphenylphosphine), tri-2-ethylhexylphosphite, stainless steel, C1C(C)O1 (propylene oxide), C1C(C)O1 (propylene oxide). Reaction conditions: temperature 85 celsius, time 3 hour. Yields the product C(\C=C/C(=O)OCCCO)(=O)OC(C)C (Isopropyl Hydroxypropyl Maleate). RXN SMILES: [C:1]([O:8][CH:9]([CH3:11])[CH3:10])(=[O:7])/[CH:2]=[CH:3]\[C:4]([O-:6])=[O:5].C1(P(C2C=CC=CC=2)C2C=CC=CC=2)C=CC=CC=1.[CH2:31]1[O:34][CH:32]1[CH3:33]>>[C:1]([O:8][CH:9]([CH3:11])[CH3:10])(=[O:7])/[CH:2]=[CH:3]\[C:4]([O:6][CH2:33][CH2:32][CH2:31][OH:34])=[O:5]. Reported procedure: 2100 grams of 2-propyl maleate (Example 9), 8.12 grams of triphenylphosphine, and 8.12 grams of tri-2-ethylhexylphosphite were charged to a 4 liter stirred stainless steel pressure autoclave. The reactor was twice pressurized with nitrogen then depressurized, finally leaving 0.36 kPa nitrogen. The reactor contents were heated to 85° C., and 829.74 grams of propylene oxide were added over 3 hours. Then 270 grams of propylene oxide were added. After 3 hours, the pressure was lowered to remove resi...